The task is: describe an organic reaction: reactants, conditions, products, and yield. This data is from the Open Reaction Database (ORD), a public repository of structured organic reaction records. The reactants are C=1C=C[N+](=C(C1)S)[O-].C(C(=C)C)(=O)[O-] (pyrithione methacrylate), C(C(=C)C)(=O)OC (methyl methacrylate). Reagents/catalysts: CC(C)(C#N)N=NC(C)(C)C#N (AIBN). Solvent: C(Cl)Cl (methylene chloride). Conditions: time 16 hour. Product: C=1C=C[N+](=C(C1)S)[O-].C(C(=C)C)(=O)[O-].C(C(=C)C)(=O)OC (Pyrithione Methacrylate Methyl Methacrylate). Isolated yield 308.6%. As a reaction SMILES: [CH:1]1[CH:2]=[CH:3][N+:4]([O-:8])=[C:5]([SH:7])[CH:6]=1.[C:9]([O-:14])(=[O:13])[C:10]([CH3:12])=[CH2:11].[C:15]([O:20][CH3:21])(=[O:19])[C:16]([CH3:18])=[CH2:17]>C(Cl)Cl.CC(N=NC(C#N)(C)C)(C#N)C>[CH:1]1[CH:2]=[CH:3][N+:4]([O-:8])=[C:5]([SH:7])[CH:6]=1.[C:9]([O-:14])(=[O:13])[C:10]([CH3:12])=[CH2:11].[C:15]([O:20][CH3:21])(=[O:19])[C:16]([CH3:18])=[CH2:17] |f:0.1,5.6.7|. Procedure details: A 6-ml flask was charged with 0.487 g of pyrithione methacrylate (2.5 mmole), 2.40 ml of methyl methacrylate (22.5 mmole) and a 0.083 g of AIBN (0.5 mmole). The flask was sealed and placed in an oven at 80° C. for 16 hours. After cooling to room temperature, the product was diluted with 15 ml of methylene chloride and filtered. The solution was concentrated via roto-evaporation and 2.41 g of the desired product was isolated as a yellow polymeric material for a 85.7% yield. The structure was conf... Starting materials: C(C1=CC=CC=C1)N1CCC(=CC1)C=1OC(=CN1)C (1-benzyl-4-(5-methyl-oxazol-2-yl)-1,2,3,6-tetrahydro-pyridine). Reagents/catalysts: [Pd] (palladium charcoal). The solvent is O1CCCC1 (tetrahydrofuran), C(C)O (ethanol). Product: CC1=CN=C(O1)C1CCNCC1 (4-(5-Methyl-oxazol-2-yl)-piperidine). The yield is 91.8%. Reaction SMILES: C([N:8]1[CH2:13][CH:12]=[C:11]([C:14]2[O:15][C:16]([CH3:19])=[CH:17][N:18]=2)[CH2:10][CH2:9]1)C1C=CC=CC=1>O1CCCC1.C(O)C.[Pd]>[CH3:19][C:16]1[O:15][C:14]([CH:11]2[CH2:12][CH2:13][NH:8][CH2:9][CH2:10]2)=[N:18][CH:17]=1. Procedure: 25 g 1-benzyl-4-(5-methyl-oxazol-2-yl)-1,2,3,6-tetrahydro-pyridine and 6 g palladium charcoal in 200 mL tetrahydrofuran and 200 mL ethanol were stirred at RT for 12 h under hydrogen atmosphere (30 psi). The mixture was filtered and the filtrate concentrated to yield 15 g of the desired product. Rf: 0.05 (petrolether/ethyl acetate=1/1), (M+H)+: 167 Starting materials: CO, COC(=O)c1ccc(-c2ccccc2)s1, Cl, [Na+], C1CCOC1, [OH-]. Product: O=C(O)c1ccc(-c2ccccc2)s1. Reaction SMILES: [CH3:19][OH:20].[CH3:1][O:2][C:3](=[O:4])[c:5]1[s:6][c:7](-[c:10]2[cH:11][cH:12][cH:13][cH:14][cH:15]2)[cH:8][cH:9]1.[ClH:18].[Na+:17].[O:21]1[CH2:22][CH2:23][CH2:24][CH2:25]1.[OH-:16]>>[O:2]=[C:3]([OH:4])[c:5]1[s:6][c:7](-[c:10]2[cH:11][cH:12][cH:13][cH:14][cH:15]2)[cH:8][cH:9]1. Reaction SMILES: [CH3:1][O:2][C:3](=[O:22])/[CH:4]=[CH:5]/[C:6]1[CH:7]=[C:8]2[C:18](=[CH:19][CH:20]=1)[O:17][C:11]1([CH2:16][CH2:15][NH:14][CH2:13][CH2:12]1)C[C:9]2=[O:21].[C:23]([O:27][C:28]([N:30]1[CH2:35][CH2:34][C:33]2([C:39](=[O:40])[C:38]3[CH:41]=[C:42](Br)[CH:43]=[CH:44][C:37]=3[O:36]2)[CH2:32][CH2:31]1)=[O:29])([CH3:26])([CH3:25])[CH3:24]>>[CH3:1][O:2][C:3](=[O:22])/[CH:4]=[CH:5]/[C:42]1[CH:43]=[CH:44][C:37]2[O:36][C:33]3([CH2:34][CH2:35][N:30]([C:28]([O:27][C:23]([CH3:26])([CH3:25])[CH3:24])=[O:29])[CH2:31][CH2:32]3)[C:39](=[O:40])[C:38]=2[CH:41]=1.[CH3:1][O:2][C:3](=[O:22])/[CH:4]=[CH:5]/[C:6]1[CH:20]=[CH:19][C:18]2[O:17][C:11]3([CH2:16][CH2:15][NH:14][CH2:13][CH2:12]3)[C:9](=[O:21])[C:8]=2[CH:7]=1. The product is COC(\C=C\C=1C=CC2=C(C(C3(CCN(CC3)C(=O)OC(C)(C)C)O2)=O)C1)=O ((E)-3-{1′-Tert-butoxycarbonyl-3-oxo-spiro[benzofuran-2(3H), 4′-piperidin]-5-yl}-acrylic acid methyl ester), COC(\C=C\C=1C=CC2=C(C(C3(CCNCC3)O2)=O)C1)=O ((E)-3-{3-oxo-spiro[benzofuran-2(3H), 4′-piperidin]-5-yl}-acrylic acid methyl ester). Procedure details: (E)-3-{1′-Tert-butoxycarbonyl-3-oxo-spiro[benzofuran-2(3H), 4′-piperidin]-5-yl}-acrylic acid methyl ester was synthesized according to the procedure for preparation of Intermediate 1, Step B starting from 5-bromo-3-oxo-spiro[benzofuran-2(3H), 4′-piperidin]-1′-carboxylic acid tert-butyl ester. Purification by column chromatography (eluent hexane/AcOEt:80/20 to 70/30) furnished the desired compound (780 mg). Starting materials: COC(\C=C\C=1C=C2C(CC3(CCNCC3)OC2=CC1)=O)=O ((E)-3-{4-oxo-spiro[chromane-2,4′-piperidine]-6-yl}-acrylic acid methyl ester), C(C)(C)(C)OC(=O)N1CCC2(CC1)OC1=C(C2=O)C=C(C=C1)Br (5-bromo-3-oxo-spiro[benzofuran-2(3H), 4′-piperidin]-1′-carboxylic acid tert-butyl ester).